From a dataset of the Open Reaction Database (ORD), a public repository of structured organic reaction records. describe an organic reaction: reactants, conditions, products, and yield Starting materials: CC(C)CN(C(CO)CCCCNC(=O)C(N)C(c1ccccc1)c1ccccc1)S(=O)(=O)c1ccc(N)cc1, [Na+], [OH-], O=C(O)c1ccncc1. The product is CC(C)CN(C(CO)CCCCNC(=O)C(NC(=O)c1ccncc1)C(c1ccccc1)c1ccccc1)S(=O)(=O)c1ccc(N)cc1. RXN SMILES: [NH2:1][CH:2]([C:3](=[O:4])[NH:5][CH2:6][CH2:7][CH2:8][CH2:9][CH:10]([CH2:11][OH:12])[N:13]([CH2:14][CH:15]([CH3:16])[CH3:17])[S:18](=[O:19])(=[O:20])[c:21]1[cH:22][cH:23][c:24]([NH2:27])[cH:25][cH:26]1)[CH:28]([c:29]1[cH:30][cH:31][cH:32][cH:33][cH:34]1)[c:35]1[cH:36][cH:37][cH:38][cH:39][cH:40]1.[Na+:51].[OH-:50].[OH:41][C:42](=[O:43])[c:44]1[cH:45][cH:46][n:47][cH:48][cH:49]1>>[NH:1]([CH:2]([C:3](=[O:4])[NH:5][CH2:6][CH2:7][CH2:8][CH2:9][CH:10]([CH2:11][OH:12])[N:13]([CH2:14][CH:15]([CH3:16])[CH3:17])[S:18](=[O:19])(=[O:20])[c:21]1[cH:22][cH:23][c:24]([NH2:27])[cH:25][cH:26]1)[CH:28]([c:29]1[cH:30][cH:31][cH:32][cH:33][cH:34]1)[c:35]1[cH:36][cH:37][cH:38][cH:39][cH:40]1)[C:42](=[O:41])[c:44]1[cH:45][cH:46][n:47][cH:48][cH:49]1. Product: O=C(Nc1cn2cc(O)ccc2n1)C1CC1. As a reaction SMILES: [C:41](=[O:42])([O-:43])[OH:44].[CH3:1][O:2][c:3]1[cH:4][cH:5][c:6]([CH2:7][O:8][c:9]2[cH:10][cH:11][c:12]3[n:13]([cH:14]2)[cH:15][c:16]([NH:18][C:19](=[O:20])[CH:21]2[CH2:22][CH2:23]2)[n:17]3)[cH:24][cH:25]1.[CH3:26][O:27][c:28]1[cH:29][cH:30][cH:31][cH:32][cH:33]1.[F:46][C:47]([c:48]1[cH:49][cH:50][cH:51][cH:52][cH:53]1)([F:54])[F:55].[Na+:45].[OH:34][C:35]([C:36]([F:37])([F:38])[F:39])=[O:40]>>[OH:8][c:9]1[cH:10][cH:11][c:12]2[n:13]([cH:14]1)[cH:15][c:16]([NH:18][C:19](=[O:20])[CH:21]1[CH2:22][CH2:23]1)[n:17]2. Starting materials: O=C([O-])O, COc1ccc(COc2ccc3nc(NC(=O)C4CC4)cn3c2)cc1, COc1ccccc1, FC(F)(F)c1ccccc1, [Na+], O=C(O)C(F)(F)F. Reactants: ClC1=NC=C(C(=O)O)C=C1 (6-chloronicotinic acid), Cl.C(C)N=C=NCCCN(C)C (N1-((ethylimino)methylene)-N3,N3-dimethylpropane-1,3-diamine hydrochloride), C=1C=CC2=C(C1)N=NN2O (HOBt), O (H2O), ClC=1C(=C(C=C(C1)Cl)S(=O)(=O)N(CC(C)C)CC1=CC(=CC(=C1)CNCC(C)C)Cl)O (3,5-dichloro-N-(3-chloro-5-((isobutylamino)methyl)benzyl)-2-hydroxy-N-isobutylbenzenesulfonamide). The solvent is C(=O)(O)[O-].[Na+] (NaHCO3), C(C)(=O)OCC (ethyl acetate), CN(C)C=O (DMF). Reaction conditions: time 18 hour. Product: ClC1=NC=C(C(=O)N(CC(C)C)CC2=CC(=CC(=C2)CN(S(=O)(=O)C2=C(C(=CC(=C2)Cl)Cl)O)CC(C)C)Cl)C=C1 (6-Chloro-N-(3-chloro-5-((3,5-dichloro-2-hydroxy-N-isobutylphenylsulfonamido)methyl)benzyl)-N-isobutylnicotinamide). Isolated yield 47.9%. As a reaction SMILES: [Cl:1][C:2]1[CH:10]=[CH:9][C:5]([C:6]([OH:8])=O)=[CH:4][N:3]=1.Cl.C(N=C=NCCCN(C)C)C.C1C=CC2N(O)N=NC=2C=1.O.[Cl:34][C:35]1[C:36]([OH:64])=[C:37]([S:42]([N:45]([CH2:50][C:51]2[CH:56]=[C:55]([CH2:57][NH:58][CH2:59][CH:60]([CH3:62])[CH3:61])[CH:54]=[C:53]([Cl:63])[CH:52]=2)[CH2:46][CH:47]([CH3:49])[CH3:48])(=[O:44])=[O:43])[CH:38]=[C:39]([Cl:41])[CH:40]=1>CN(C=O)C.C([O-])(O)=O.[Na+].C(OCC)(=O)C>[Cl:1][C:2]1[CH:10]=[CH:9][C:5]([C:6]([N:58]([CH2:57][C:55]2[CH:56]=[C:51]([CH2:50][N:45]([CH2:46][CH:47]([CH3:49])[CH3:48])[S:42]([C:37]3[CH:38]=[C:39]([Cl:41])[CH:40]=[C:35]([Cl:34])[C:36]=3[OH:64])(=[O:44])=[O:43])[CH:52]=[C:53]([Cl:63])[CH:54]=2)[CH2:59][CH:60]([CH3:62])[CH3:61])=[O:8])=[CH:4][N:3]=1 |f:1.2,7.8|. Procedure details: To a solution of 6-chloronicotinic acid (34.1 mg, 0.22 mmol) in DMF (4 mL) were added N1-((ethylimino)methylene)-N3,N3-dimethylpropane-1,3-diamine hydrochloride (60 mg, 032 mmol), HOBt.H2O (30 mg, 0.20 mmol) and 3,5-dichloro-N-(3-chloro-5-((isobutylamino)methyl)benzyl)-2-hydroxy-N-isobutylbenzenesulfonamide (100 mg, 0.20 mmol). The resulting reaction mixture was stirred at rt. for 18 h. The mixture was diluted with saturated NaHCO3 solution and ethyl acetate. The organic layer was concentrated. ... Starting materials: FC1=CC=C(C=C1)C(C(=O)OC)(CCC(C)C)C (Methyl 2-(4-fluorophenyl)-2,5-dimethylhexanoate), C1(=CC=CC=C1)C(C(=O)OC)(CCC)CCC (Methyl 2-phenyl-2-propylpentanoate). The product is FC1=CC=C(C=C1)C(C(=O)O)(CCC(C)C)C (2-(4-fluorophenyl)-2,5-dimethylhexanoic Acid). RXN SMILES: [F:1][C:2]1[CH:7]=[CH:6][C:5]([C:8]([CH3:18])([CH2:13][CH2:14][CH:15]([CH3:17])[CH3:16])[C:9]([O:11]C)=[O:10])=[CH:4][CH:3]=1.C1(C(CCC)(CCC)C(OC)=O)C=CC=CC=1>>[F:1][C:2]1[CH:3]=[CH:4][C:5]([C:8]([CH3:18])([CH2:13][CH2:14][CH:15]([CH3:16])[CH3:17])[C:9]([OH:11])=[O:10])=[CH:6][CH:7]=1. Procedure: The title compound was prepared according to the procedure of Example 1C, substituting the compound of Example 22B for the compound of Example 1B. 1H NMR (300 MHz, CDCl3): δ 0.86 (t, J=6.43 Hz, 6 H) 1.05 (m, 2 H) 1.51 (m, 4 H) 1.96 (m, 2 H) 7.02 (m, 2 H) 7.34 (m, 2 H). Starting materials: ClC1=CC(=C(OC2=CC=C(C(=O)NC)C=C2)C=C1)[N+](=O)[O-] (4-(4-Chloro-2-nitro-phenoxy)-N-methyl-benzamide), Cl[Sn]Cl (SnCl2). The product is NC1=C(OC2=CC=C(C(=O)NC)C=C2)C=CC(=C1)Cl (4-(2-Amino-4-chloro-phenoxy)-N-methyl-benzamide). The yield is 55.6%. As a reaction SMILES: [Cl:1][C:2]1[CH:18]=[CH:17][C:5]([O:6][C:7]2[CH:16]=[CH:15][C:10]([C:11]([NH:13][CH3:14])=[O:12])=[CH:9][CH:8]=2)=[C:4]([N+:19]([O-])=O)[CH:3]=1.Cl[Sn]Cl>>[NH2:19][C:4]1[CH:3]=[C:2]([Cl:1])[CH:18]=[CH:17][C:5]=1[O:6][C:7]1[CH:16]=[CH:15][C:10]([C:11]([NH:13][CH3:14])=[O:12])=[CH:9][CH:8]=1. Procedure details: The product from Example 162a (200 mg, 0.65 mmol) was reacted with SnCl2 as described in Example 1f to give the title compound (100 mg, 55%). Starting materials: CCCCc1ccc(C#Cc2ccc(C(=O)OC)cc2)cc1, CO, [Li+], [OH-], O. The product is CCCCc1ccc(C#Cc2ccc(C(=O)O)cc2)cc1. Reaction SMILES: [CH2:1]([CH2:2][CH2:3][CH3:4])[c:5]1[cH:6][cH:7][c:8]([C:11]#[C:12][c:13]2[cH:14][cH:15][c:16]([C:17](=[O:18])[O:19][CH3:20])[cH:21][cH:22]2)[cH:9][cH:10]1.[CH3:26][OH:27].[Li+:24].[OH-:23].[OH2:25]>>[CH2:1]([CH2:2][CH2:3][CH3:4])[c:5]1[cH:6][cH:7][c:8]([C:11]#[C:12][c:13]2[cH:14][cH:15][c:16]([C:17](=[O:18])[OH:19])[cH:21][cH:22]2)[cH:9][cH:10]1. Reactants: O (water), BrC1=CC(=C(N)C=C1OC)F (4-Bromo-2-fluoro-5-methoxyaniline), C1(C2=C(C(=O)O1)CCCC2)=O (3,4,5,6-tetrahydrophthalic anhydride), resultant mixture. The solvent is C(C)(=O)O (acetic acid). Yields the product BrC1=CC(=C(C=C1OC)N1C(C2=C(C1=O)CCCC2)=O)F (N-(4-bromo-2-fluoro-5-methoxyphenyl)-3,4,5,6-tetrahydrophthalimide). Yield: 33.9%. RXN SMILES: [Br:1][C:2]1[C:8]([O:9][CH3:10])=[CH:7][C:5]([NH2:6])=[C:4]([F:11])[CH:3]=1.[C:12]1(=O)[O:17][C:15](=[O:16])[C:14]2[CH2:18][CH2:19][CH2:20][CH2:21][C:13]1=2.O>C(O)(=O)C>[Br:1][C:2]1[C:8]([O:9][CH3:10])=[CH:7][C:5]([N:6]2[C:15](=[O:16])[C:14]3[CH2:18][CH2:19][CH2:20][CH2:21][C:13]=3[C:12]2=[O:17])=[C:4]([F:11])[CH:3]=1. Reported procedure: 4-Bromo-2-fluoro-5-methoxyaniline (1.1 g) and 3,4,5,6-tetrahydrophthalic anhydride (0.8 g) were dissolved in acetic acid (5 ml) and refluxed for 3 hours. The resultant mixture was allowed to cool to room temperature and poured into water, followed by extraction with ether. The ether extract was washed with water, dried over anhydrous sodium sulfate and subjected to filtration. The filtrate was concentrated under reduced pressure and the residue was purified by silica gel chromatography to obtain... Reactants: S(=O)(=O)(C1=CC=C(C)C=C1)C[N+]#[C-] (tosylmethylisocyanide), C1=CC2=C(C=C1C=O)OCO2 (piperonal), [C-]#N.[Na+] (NaCN). The product is O1COC2=C1C=CC(=C2)[C@H]2[C@H](N=CO2)S(=O)(=O)C2=CC=C(C=C2)C ((4R*,5S*)-5-Benzo[1,3]dioxol-5-yl-4-(toluene-4-sulfonyl)-4,5-dihydro-1,3-oxazole). As a reaction SMILES: [S:1]([CH2:11][N+:12]#[C-:13])([C:4]1[CH:10]=[CH:9][C:7]([CH3:8])=[CH:6][CH:5]=1)(=[O:3])=[O:2].[CH:14]1[C:19]([CH:20]=[O:21])=[CH:18][C:17]2[O:22][CH2:23][O:24][C:16]=2[CH:15]=1.[C-]#N.[Na+]>>[O:24]1[C:16]2[CH:15]=[CH:14][C:19]([C@@H:20]3[O:21][CH:13]=[N:12][C@@H:11]3[S:1]([C:4]3[CH:10]=[CH:9][C:7]([CH3:8])=[CH:6][CH:5]=3)(=[O:3])=[O:2])=[CH:18][C:17]=2[O:22][CH2:23]1 |f:2.3|. Procedure: In a manner analogous to Preparation 1, tosylmethylisocyanide (0.23 g, 1.20 mmol), piperonal (0.19 g, 1.26 mmol) and NaCN (5.9 mg, 0.12 mmol) gave the desired compound as a tan solid. MS(ES+) m/z 346.5 (M+H+). Reactants: C(C)(C)(C)OC(=O)N1CCNCC1 (1-tert-butyloxycarbonyl-piperazine), C(C)S(=O)(=O)Cl (ethylsulfonyl chloride), CC1=NOC(=C1C(=O)N1CCNCC1)C ((3,5-dimethyl-isoxazol-4-yl)-piperazin-1-yl-methanone). The product is C(C)S(=O)(=O)N1CCNCC1 (Ethanesulfonyl-piperazine). RXN SMILES: C(OC([N:8]1[CH2:13][CH2:12][NH:11][CH2:10][CH2:9]1)=O)(C)(C)C.[CH2:14]([S:16](Cl)(=[O:18])=[O:17])[CH3:15].CC1C(C(N2CCNCC2)=O)=C(C)ON=1>>[CH2:14]([S:16]([N:8]1[CH2:9][CH2:10][NH:11][CH2:12][CH2:13]1)(=[O:18])=[O:17])[CH3:15]. Procedure details: Ethanesulfonyl-piperazine was prepared from 1-tert-butyloxycarbonyl-piperazine and ethylsulfonyl chloride in an analogous manner as described for the preparation of (3,5-dimethyl-isoxazol-4-yl)-piperazin-1-yl-methanone in example 41.